Dataset: the Open Reaction Database (ORD), a public repository of structured organic reaction records. Task: describe an organic reaction: reactants, conditions, products, and yield The reactants are C(C1=CC=CC=C1)NCC(C(CC)O)C#N (1-benzylamino-2-cyano-3-hydroxypentane), [H][H] (hydrogen). The reagents and catalysts are [Ni] (Raney Nickel). Run in N.CO (ammonia methanol). Reaction conditions: time 1 hour. Product: NCC(C(CC)O)CN (1-amino-2-aminomethyl-3-hydroxypentane). Isolated yield 150.3%. As a reaction SMILES: C([NH:8][CH2:9][CH:10]([C:15]#[N:16])[CH:11]([OH:14])[CH2:12][CH3:13])C1C=CC=CC=1.[H][H]>N.CO.[Ni]>[NH2:8][CH2:9][CH:10]([CH2:15][NH2:16])[CH:11]([OH:14])[CH2:12][CH3:13] |f:2.3|. Procedure: To a solution of 1-benzylamino-2-cyano-3-hydroxypentane (1.0 g) in 5% ammonia-methanol solution (20 ml) was added Raney Nickel (W2, 5g). After stirring under atmospheric pressure of hydrogen at room temperature for 4 hours, the catalyst was filtered off and to the filtrate were added ammonium formate (1.4 g) and 10% palladium on carbon (1 g, 50% wet). After stirring for 1 hour under reflux, the catalyst was filtered off and the filtrate was evaporated to give 1-amino-2-aminomethyl-3-hydroxypenta...